Dataset: the Open Reaction Database (ORD), a public repository of structured organic reaction records. Task: describe an organic reaction: reactants, conditions, products, and yield Reactants: CCOC(C)=O, COc1cc(C=C(CCCCl)C(=O)NC(C)(C)c2ccccc2F)ccc1-n1cnc(C)c1, [H-], [Na+], CN(C)C=O, O. The product is COc1cc(C=C2CCCN(C(C)(C)c3ccccc3F)C2=O)ccc1-n1cnc(C)c1. As a reaction SMILES: [CH3:37][CH2:38][O:39][C:40](=[O:41])[CH3:42].[F:3][c:4]1[c:5]([C:10]([CH3:11])([CH3:12])[NH:13][C:14]([C:15]([CH2:16][CH2:17][CH2:18][Cl:19])=[CH:20][c:21]2[cH:22][c:23]([O:33][CH3:34])[c:24](-[n:27]3[cH:28][n:29][c:30]([CH3:32])[cH:31]3)[cH:25][cH:26]2)=[O:35])[cH:6][cH:7][cH:8][cH:9]1.[H-:1].[Na+:2].[O:43]=[CH:44][N:45]([CH3:46])[CH3:47].[OH2:36]>>[F:3][c:4]1[c:5]([C:10]([CH3:11])([CH3:12])[N:13]2[C:14](=[O:35])[C:15](=[CH:20][c:21]3[cH:22][c:23]([O:33][CH3:34])[c:24](-[n:27]4[cH:28][n:29][c:30]([CH3:32])[cH:31]4)[cH:25][cH:26]3)[CH2:16][CH2:17][CH2:18]2)[cH:6][cH:7][cH:8][cH:9]1. Reactants: COCCOCCOC, CC(CCl)N1C(=O)c2ccccc2CC1CCl, [K+], [K+], NCc1ccccc1, O=C([O-])[O-], O. Yields the product CC1CN(Cc2ccccc2)CC2Cc3ccccc3C(=O)N12. RXN SMILES: [CH3:33][O:34][CH2:35][CH2:36][O:37][CH2:38][CH2:39][O:40][CH3:41].[Cl:1][CH2:2][CH:3]1[N:4]([CH:14]([CH2:15][Cl:16])[CH3:17])[C:5](=[O:13])[c:6]2[cH:7][cH:8][cH:9][cH:10][c:11]2[CH2:12]1.[K+:18].[K+:19].[NH2:24][CH2:25][c:26]1[cH:27][cH:28][cH:29][cH:30][cH:31]1.[O-:20][C:21]([O-:22])=[O:23].[OH2:32]>>[CH2:2]1[CH:3]2[N:4]([C:5](=[O:13])[c:6]3[cH:7][cH:8][cH:9][cH:10][c:11]3[CH2:12]2)[CH:14]([CH3:17])[CH2:15][N:24]1[CH2:25][c:26]1[cH:27][cH:28][cH:29][cH:30][cH:31]1. Starting materials: O=C([O-])O, CCOC(C)=O, Cc1nc(CCl)cs1, Cl, N#C[K], [Na+], O. Yields the product Cc1nc(CC#N)cs1. As a reaction SMILES: [C:14](=[O:15])([OH:16])[O-:17].[CH3:19][CH2:20][O:21][C:22]([CH3:23])=[O:24].[Cl:2][CH2:3][c:4]1[n:5][c:6]([CH3:9])[s:7][cH:8]1.[ClH:1].[K:10][C:11]#[N:12].[Na+:18].[OH2:13]>>[CH2:3]([c:4]1[n:5][c:6]([CH3:9])[s:7][cH:8]1)[C:11]#[N:12]. The reactants are ClCCCCC1=CC=C(C=C1)C=1N=C(SC1)N (4-(4-(4-chlorobutyl)phenyl)-2-aminothiazole), N1(CCNCC1)C1=NSC2=C1C=CC=C2 (3-piperazinyl-benzisothiazole), C(C)(C)N(CC)C(C)C (diisopropylethylamine), C([O-])([O-])=O.[Na+].[Na+] (sodium carbonate), [I-].[Na+] (sodium iodide). Solvent: CC(=O)CC(C)C (methylisobutylketone). Product: S1N=C(C2=C1C=CC=C2)N2CCN(CC2)CCCCC2=CC=C(C=C2)C=2N=C(SC2)N (4-(4-(4-(4-(3-Benzisothiazolyl)piperazinyl)butyl)phenyl)-2-aminothiazole). RXN SMILES: Cl[CH2:2][CH2:3][CH2:4][CH2:5][C:6]1[CH:11]=[CH:10][C:9]([C:12]2[N:13]=[C:14]([NH2:17])[S:15][CH:16]=2)=[CH:8][CH:7]=1.[N:18]1([C:24]2[C:28]3[CH:29]=[CH:30][CH:31]=[CH:32][C:27]=3[S:26][N:25]=2)[CH2:23][CH2:22][NH:21][CH2:20][CH2:19]1.C(N(C(C)C)CC)(C)C.C(=O)([O-])[O-].[Na+].[Na+].[I-].[Na+]>CC(CC(C)C)=O>[S:26]1[C:27]2[CH:32]=[CH:31][CH:30]=[CH:29][C:28]=2[C:24]([N:18]2[CH2:19][CH2:20][N:21]([CH2:2][CH2:3][CH2:4][CH2:5][C:6]3[CH:11]=[CH:10][C:9]([C:12]4[N:13]=[C:14]([NH2:17])[S:15][CH:16]=4)=[CH:8][CH:7]=3)[CH2:22][CH2:23]2)=[N:25]1 |f:3.4.5,6.7|. Procedure details: To a 100 ml round-bottomed flask equipped with condenser and N2 inlet were added 1.22 g (3.52 mmol) (4-(4-(4-chlorobutyl)phenyl)-2-aminothiazole, 0.90 g (3.52 mmol) 3-piperazinyl-benzisothiazole, 1.84 ml (10.57 mmol) diisopropylethylamine, 0.75 g (7.04 mmol) sodium carbonate, 2 mg sodium iodide, and 35 ml methylisobutylketone. The reaction mixture was refluxed 6 days, cooled, and evaporated. The residue was chromatographed on silica gel using methylene chloride/ethyl acetate as eluent, and the p... Starting materials: OCC1OC2=C(C1)C=C(C=C2)C(=O)OCC (ethyl 2-hydroxymethyl-2,3-dihydrobenzofuran-5-carboxylate), 6.5, C1(=CC=CC=C1)P(C1=CC=CC=C1)C1=CC=CC=C1 (triphenylphosphine), BrN1C(CCC1=O)=O (N-bromosuccinimide). Solvent: C(Cl)Cl (methylene chloride), C(Cl)Cl (methylene chloride). Product: BrCC1OC2=C(C1)C=C(C=C2)C(=O)OCC (Ethyl 2-bromomethyl-2,3-dihydrobenzofuran-5-carboxylate). Isolated yield 82.5%. RXN SMILES: O[CH2:2][CH:3]1[CH2:7][C:6]2[CH:8]=[C:9]([C:12]([O:14][CH2:15][CH3:16])=[O:13])[CH:10]=[CH:11][C:5]=2[O:4]1.C1(P(C2C=CC=CC=2)C2C=CC=CC=2)C=CC=CC=1.[Br:36]N1C(=O)CCC1=O>C(Cl)Cl>[Br:36][CH2:2][CH:3]1[CH2:7][C:6]2[CH:8]=[C:9]([C:12]([O:14][CH2:15][CH3:16])=[O:13])[CH:10]=[CH:11][C:5]=2[O:4]1. Procedure details: To a solution of 5.0 g (22.5 mmole) ethyl 2-hydroxymethyl-2,3-dihydrobenzofuran-5-carboxylate in 80 ml methylene chloride under nitrogen was added in one portion 6.5 (24.7 mmole) triphenylphosphine and the resulting solution was stirred for ten minutes. To this was added, in portions over twenty minutes, 4.39 g (24.7 mmole) N-bromosuccinimide and the resulting mixture was stirred overnight at room temperature. The mixture was diluted with methylene chloride, extracted with water, brine and dried... The product is CCCCCC1CC[SiH](c2ccc(-c3ccc(CCC)cc3F)c(F)c2)CC1. RXN SMILES: [Br:1][c:2]1[cH:3][c:4]([F:18])[c:5](-[c:8]2[c:9]([F:17])[cH:10][c:11]([CH2:14][CH2:15][CH3:16])[cH:12][cH:13]2)[cH:6][cH:7]1.[CH2:20]([CH2:21][CH2:22][CH2:23][CH3:24])[CH:25]1[CH2:26][CH2:27][SiH:28]([O:31][CH3:32])[CH2:29][CH2:30]1.[CH2:33]1[O:34][CH2:35][CH2:36][CH2:37]1.[Mg:19]>>[c:2]1([SiH:28]2[CH2:27][CH2:26][CH:25]([CH2:20][CH2:21][CH2:22][CH2:23][CH3:24])[CH2:30][CH2:29]2)[cH:3][c:4]([F:18])[c:5](-[c:8]2[c:9]([F:17])[cH:10][c:11]([CH2:14][CH2:15][CH3:16])[cH:12][cH:13]2)[cH:6][cH:7]1. The reactants are CCCc1ccc(-c2ccc(Br)cc2F)c(F)c1, CCCCCC1CC[SiH](OC)CC1, C1CCOC1, [Mg]. Reactants: Fc1cc(CBr)cc(F)n1, O=C([O-])[O-], CCOC(C)=O, Cc1cc(C#N)cc(C(=O)c2[nH]c(=O)[nH]c(=O)c2C2CC2)c1, [I-], [K+], [K+], [Li+], CN(C)C=O. Product: Cc1cc(C#N)cc(C(=O)c2c(C3CC3)c(=O)[nH]c(=O)n2Cc2cc(F)nc(F)c2)c1. As a reaction SMILES: [Br:29][CH2:30][c:31]1[cH:32][c:33]([F:38])[n:34][c:35]([F:37])[cH:36]1.[C:23](=[O:24])([O-:25])[O-:26].[CH3:46][CH2:47][O:48][C:49](=[O:50])[CH3:51].[CH:1]1([c:4]2[c:5]([C:12](=[O:13])[c:14]3[cH:15][c:16]([C:17]#[N:18])[cH:19][c:20]([CH3:22])[cH:21]3)[nH:6][c:7](=[O:11])[nH:8][c:9]2=[O:10])[CH2:2][CH2:3]1.[I-:39].[K+:27].[K+:28].[Li+:40].[O:41]=[CH:42][N:43]([CH3:44])[CH3:45]>>[CH:1]1([c:4]2[c:5]([C:12](=[O:13])[c:14]3[cH:15][c:16]([C:17]#[N:18])[cH:19][c:20]([CH3:22])[cH:21]3)[n:6]([CH2:30][c:31]3[cH:32][c:33]([F:38])[n:34][c:35]([F:37])[cH:36]3)[c:7](=[O:11])[nH:8][c:9]2=[O:10])[CH2:2][CH2:3]1.